Dataset: the Open Reaction Database (ORD), a public repository of structured organic reaction records. Task: describe an organic reaction: reactants, conditions, products, and yield The reactants are O=S(=O)(Cl)c1ccc(Br)c(F)c1, Cc1ccc(C(=O)c2cc(Cl)ccc2N)cn1, c1ccncc1. Product: Cc1ccc(C(=O)c2cc(Cl)ccc2NS(=O)(=O)c2ccc(Br)c(F)c2)cn1. RXN SMILES: [Br:18][c:19]1[c:20]([F:29])[cH:21][c:22]([S:25](=[O:26])(=[O:27])[Cl:28])[cH:23][cH:24]1.[NH2:1][c:2]1[c:3]([C:9](=[O:10])[c:11]2[cH:12][n:13][c:14]([CH3:17])[cH:15][cH:16]2)[cH:4][c:5]([Cl:8])[cH:6][cH:7]1.[cH:30]1[cH:31][cH:32][n:33][cH:34][cH:35]1>>[NH:1]([c:2]1[c:3]([C:9](=[O:10])[c:11]2[cH:12][n:13][c:14]([CH3:17])[cH:15][cH:16]2)[cH:4][c:5]([Cl:8])[cH:6][cH:7]1)[S:25]([c:22]1[cH:21][c:20]([F:29])[c:19]([Br:18])[cH:24][cH:23]1)(=[O:26])=[O:27].